From a dataset of the Open Reaction Database (ORD), a public repository of structured organic reaction records. describe an organic reaction: reactants, conditions, products, and yield Reactants: [H-].[Na+] (Sodium hydride), CC1=C(OCCCC(C(=O)NC2=CC=C(C=C2)O)(C)C)C=C(C=C1)C (5-(2,5-dimethylphenoxy)-N-(4-hydroxyphenyl)-2,2-dimethylpentanamide), BrCCCC(C(=O)OC)(C)C (methyl 5-bromo-2,2-dimethylpentanoate). Run in CN(C=O)C (N,N-dimethylformamide). Run at time 8 hour. Yields the product CC1=C(OCCCC(C(=O)NC2=CC=C(OCCCC(C(=O)OC)(C)C)C=C2)(C)C)C=C(C=C1)C (5-[4-[[5-(2,5-dimethylphenoxy)-2,2-dimethyl-1-oxopentyl]amino]phenoxy]-2,2-dimethylpentanoic acid, methyl ester). The yield is 48.0%. As a reaction SMILES: [H-].[Na+].[CH3:3][C:4]1[CH:26]=[CH:25][C:24]([CH3:27])=[CH:23][C:5]=1[O:6][CH2:7][CH2:8][CH2:9][C:10]([CH3:22])([CH3:21])[C:11]([NH:13][C:14]1[CH:19]=[CH:18][C:17]([OH:20])=[CH:16][CH:15]=1)=[O:12].Br[CH2:29][CH2:30][CH2:31][C:32]([CH3:38])([CH3:37])[C:33]([O:35][CH3:36])=[O:34]>CN(C)C=O>[CH3:3][C:4]1[CH:26]=[CH:25][C:24]([CH3:27])=[CH:23][C:5]=1[O:6][CH2:7][CH2:8][CH2:9][C:10]([CH3:22])([CH3:21])[C:11]([NH:13][C:14]1[CH:15]=[CH:16][C:17]([O:20][CH2:29][CH2:30][CH2:31][C:32]([CH3:38])([CH3:37])[C:33]([O:35][CH3:36])=[O:34])=[CH:18][CH:19]=1)=[O:12] |f:0.1|. Reported procedure: Sodium hydride, 50% dispersion in mineral oil, 2.2 g, is added to 15.3 g of 5-(2,5-dimethylphenoxy)-N-(4-hydroxyphenyl)-2,2-dimethylpentanamide in 200 ml of N,N-dimethylformamide (DMF). Then 10 g of methyl 5-bromo-2,2-dimethylpentanoate (Journal of Medicinal Chemistry, Vol. 26, pp 1020-1027 (1983)) is added to the previous mixture. The mixture is stirred overnight and then stirred three hours on a steam bath, the DMF is removed on a rotary evaporator and water is added to the residue. The produc... Starting materials: C(C1=CC=CC=C1)OC1=CC=C2C(=NN(C2=C1)CC(C)=O)C (1-(6-Benzyloxy-3-methyl-indazol-1-yl)-propan-2-one). The product is C(C1=CC=CC=C1)OC1=CC=C2C(=NN(C2=C1)CC(C)O)C (1-(6-Benzyloxy-3-methyl-indazol-1-yl)-propan-2-ol). The solvent is CO (MeOH). RXN SMILES: [CH2:1]([O:8][C:9]1[CH:17]=[C:16]2[C:12]([C:13]([CH3:22])=[N:14][N:15]2[CH2:18][C:19](=[O:21])[CH3:20])=[CH:11][CH:10]=1)[C:2]1[CH:7]=[CH:6][CH:5]=[CH:4][CH:3]=1>CO>[CH2:1]([O:8][C:9]1[CH:17]=[C:16]2[C:12]([C:13]([CH3:22])=[N:14][N:15]2[CH2:18][CH:19]([OH:21])[CH3:20])=[CH:11][CH:10]=1)[C:2]1[CH:3]=[CH:4][CH:5]=[CH:6][CH:7]=1. The yield is 18.4%. Procedure: A solution of the product from Step C (3.3 g, 5.5 mmol) in MeOH (10 ml) was treated as described for Example 1, Step C to give an oil (0.30 g, 10%): MS (ES) m/z 297 (M+). Starting materials: CCCCCCN=C=O, C1COCCO1, Oc1ccc2ncccc2c1, c1ccncc1. Yields the product CCCCCCNC(=O)Oc1ccc2ncccc2c1. As a reaction SMILES: [CH3:18][CH2:19][CH2:20][CH2:21][CH2:22][CH2:23][N:24]=[C:25]=[O:26].[O:12]1[CH2:13][CH2:14][O:15][CH2:16][CH2:17]1.[OH:1][c:2]1[cH:3][cH:4][c:5]2[n:6][cH:7][cH:8][cH:9][c:10]2[cH:11]1.[cH:27]1[cH:28][cH:29][n:30][cH:31][cH:32]1>>[O:1]([c:2]1[cH:3][cH:4][c:5]2[n:6][cH:7][cH:8][cH:9][c:10]2[cH:11]1)[C:25]([NH:24][CH2:23][CH2:22][CH2:21][CH2:20][CH2:19][CH3:18])=[O:26].